From a dataset of the Open Reaction Database (ORD), a public repository of structured organic reaction records. describe an organic reaction: reactants, conditions, products, and yield The reactants are C(C=C)OC(=O)N1[C@@H](C[C@@H](C1)SC(C1=CC=CC=C1)(C1=CC=CC=C1)C1=CC=CC=C1)CC(N)=O ((2R,4S)-1-allyloxycarbonyl-2-carbamoylmethyl-4-(triphenylmethylthio) pyrrolidine), COC=1C=CC(=CC1)P2(=S)SP(=S)(S2)C=3C=CC(=CC3)OC (Lawesson's reagent), C(C)(=O)OCC (ethyl acetate), C(O)([O-])=O.[Na+] (sodium hydrogen carbonate). Run in COCCOC (ethylene glycol dimethyl ether), O (water). Run at temperature 50 celsius, time 4 hour. Yields the product C(C=C)OC(=O)N1[C@H](C[C@@H](C1)SC(C1=CC=CC=C1)(C1=CC=CC=C1)C1=CC=CC=C1)CC(N)=S ((2R,4S)-1-allyloxycarbonyl-2-thiocarbamoylmethyl-4-(triphenyl-methylthio) pyrrolidine). Isolated yield 98.7%. Reaction SMILES: [CH2:1]([O:4][C:5]([N:7]1[CH2:11][C@@H:10]([S:12][C:13]([C:26]2[CH:31]=[CH:30][CH:29]=[CH:28][CH:27]=2)([C:20]2[CH:25]=[CH:24][CH:23]=[CH:22][CH:21]=2)[C:14]2[CH:19]=[CH:18][CH:17]=[CH:16][CH:15]=2)[CH2:9][C@H:8]1[CH2:32][C:33](=O)[NH2:34])=[O:6])[CH:2]=[CH2:3].COC1C=CC(P2(SP(C3C=CC(OC)=CC=3)(=S)S2)=[S:45])=CC=1.C(OCC)(=O)C.C(=O)([O-])O.[Na+]>COCCOC.O>[CH2:1]([O:4][C:5]([N:7]1[CH2:11][C@@H:10]([S:12][C:13]([C:14]2[CH:19]=[CH:18][CH:17]=[CH:16][CH:15]=2)([C:20]2[CH:21]=[CH:22][CH:23]=[CH:24][CH:25]=2)[C:26]2[CH:27]=[CH:28][CH:29]=[CH:30][CH:31]=2)[CH2:9][C@@H:8]1[CH2:32][C:33](=[S:45])[NH2:34])=[O:6])[CH:2]=[CH2:3] |f:3.4|. Procedure details: To a solution of (2R,4S)-1-allyloxycarbonyl-2-carbamoylmethyl-4-(triphenylmethylthio) pyrrolidine (255 mg) in ethylene glycol dimethyl ether (5 ml) was added Lawesson's reagent (106 mg). After stirring at 50° C. for 4 hours, the solution was poured into a mixture of ethyl acetate and water, and adjusted to pH 7.0 with aqueous sodium hydrogen carbonate solution. The separated organic layer was washed with aqueous sodium chloride solution, dried over magnesium sulfate and evaporated. The residue w... Yields the product COCCCCCCSC1CCNCC1. The reactants are CC[SiH](CC)CC, COCCCCCCSC1CCN(C(=O)OC(C)(C)C)CC1, ClCCl, O=C(O)C(F)(F)F. RXN SMILES: [CH2:23]([SiH:24]([CH2:25][CH3:26])[CH2:27][CH3:28])[CH3:29].[CH3:1][O:2][CH2:3][CH2:4][CH2:5][CH2:6][CH2:7][CH2:8][S:9][CH:10]1[CH2:11][CH2:12][N:13]([C:16]([O:17][C:18]([CH3:19])([CH3:20])[CH3:21])=[O:22])[CH2:14][CH2:15]1.[Cl:37][CH2:38][Cl:39].[OH:30][C:31]([C:32]([F:33])([F:34])[F:35])=[O:36]>>[CH3:1][O:2][CH2:3][CH2:4][CH2:5][CH2:6][CH2:7][CH2:8][S:9][CH:10]1[CH2:11][CH2:12][NH:13][CH2:14][CH2:15]1. The reactants are CC1NCCCC1 (2-methylpiperidine), C(=O)(O)CN1[C@H](C(=O)N(C([C@@H](N)[C@@H](C)CC)=O)CC2=CC=CC=C2)CCC1 (L-isoleucine, N-[1-(carboxymethyl)-L-prolyl] benzylamide), C(C)N1CCOCC1 (N-ethylmorpholine), ClC(=O)OCC(C)C (isobutyl chloroformate). Solvent: C(C)#N (acetonitrile). Conditions: temperature 22 celsius. Product: N[C@@H]([C@@H](C)CC)C(=O)O (L-isoleucine). Yield: 115.1%. As a reaction SMILES: C(CN1CCC[C@H]1C(N(CC1C=CC=CC=1)[C:10](=[O:17])[C@H:11]([C@H:13]([CH2:15][CH3:16])[CH3:14])[NH2:12])=O)(O)=O.C(N1CC[O:33]CC1)C.ClC(OCC(C)C)=O.CC1CCCCN1>C(#N)C>[NH2:12][C@H:11]([C:10]([OH:17])=[O:33])[C@H:13]([CH2:15][CH3:16])[CH3:14]. Reported procedure: A -5° C. solution of L-isoleucine, N-[1-(carboxymethyl)-L-prolyl] benzylamide (202 mg, 0.53 mmol, 1.0 eq), N-ethylmorpholine (82 uL, 0.64 mmol, 1.20 eq) in acetonitrile (8 mL) was treated with isobutyl chloroformate (80 uL, 0.62 mmol, 1.15 eq) followed by 2-methylpiperidine (0.106 g, 1.07 mmol, 2.0 eq). The solution was warmed to 22° C., concentrated to a residue, and purified by flash chromatography to provide 80 mg (32%) of L-isoleucine, N-[1-[2-(N-(2-methylpiperidine))-2-oxoethyl]-L-prolyl] b... Reactants: C(C)(C)(C)C1C(CCCC1)=O (2-tert-Butylcyclohexanone), C(C)(C)(C)OC(N(C)C)N(C)C (tert.-butoxy-bis-(dimethylamino)-methane). Yields the product C(C)(C)(C)C1C(/C(/CCC1)=C/N(C)C)=O (2-tert-Butyl-6-[1-dimethylamino-meth-(E)-ylidene]-cyclohexanone). RXN SMILES: [C:1]([CH:5]1[CH2:10][CH2:9][CH2:8][CH2:7][C:6]1=[O:11])([CH3:4])([CH3:3])[CH3:2].C(O[CH:17](N(C)C)[N:18]([CH3:20])[CH3:19])(C)(C)C>>[C:1]([CH:5]1[CH2:10][CH2:9][CH2:8]/[C:7](=[CH:17]\[N:18]([CH3:20])[CH3:19])/[C:6]1=[O:11])([CH3:4])([CH3:2])[CH3:3]. Procedure: 2-tert-Butylcyclohexanone (93 mg, 0.60 mmol) was reacted with tert.-butoxy-bis-(dimethylamino)-methane using in analogous manner the procedure described in example 45a) to give crude title compound (105 mg) as a yellow oil which was used directly in the next step. MS ISP (m/e): 210.2 (100) [(M+H)+]. The reactants are C=CC(O)c1cc(Br)c(OCc2ccc(OC)cc2)c(Br)c1, ClC(Cl)Cl. The product is C=CC(=O)c1cc(Br)c(OCc2ccc(OC)cc2)c(Br)c1. As a reaction SMILES: [Br:1][c:2]1[cH:3][c:4]([CH:19]([CH:20]=[CH2:21])[OH:22])[cH:5][c:6]([Br:18])[c:7]1[O:8][CH2:9][c:10]1[cH:11][cH:12][c:13]([O:16][CH3:17])[cH:14][cH:15]1.[CH:23]([Cl:24])([Cl:25])[Cl:26]>>[Br:1][c:2]1[cH:3][c:4]([C:19]([CH:20]=[CH2:21])=[O:22])[cH:5][c:6]([Br:18])[c:7]1[O:8][CH2:9][c:10]1[cH:11][cH:12][c:13]([O:16][CH3:17])[cH:14][cH:15]1. The reactants are C1CCOC1, CI, [H-], [Na+], CS(=O)(=O)c1ccc(C2=C(c3ccc(CO)cc3)CCC2)cc1. Yields the product COCc1ccc(C2=C(c3ccc(S(C)(=O)=O)cc3)CCC2)cc1. RXN SMILES: [CH2:28]1[O:29][CH2:30][CH2:31][CH2:32]1.[CH3:26][I:27].[H-:24].[Na+:25].[OH:1][CH2:2][c:3]1[cH:4][cH:5][c:6]([C:9]2=[C:10]([c:14]3[cH:15][cH:16][c:17]([S:20](=[O:21])(=[O:22])[CH3:23])[cH:18][cH:19]3)[CH2:11][CH2:12][CH2:13]2)[cH:7][cH:8]1>>[O:1]([CH2:2][c:3]1[cH:4][cH:5][c:6]([C:9]2=[C:10]([c:14]3[cH:15][cH:16][c:17]([S:20](=[O:21])(=[O:22])[CH3:23])[cH:18][cH:19]3)[CH2:11][CH2:12][CH2:13]2)[cH:7][cH:8]1)[CH3:26].